From a dataset of the Open Reaction Database (ORD), a public repository of structured organic reaction records. describe an organic reaction: reactants, conditions, products, and yield Starting materials: NC1=NOC(=C1)C(C)(C)C (3-amino-5-t-butylisoxazole), [H-].[Na+] (NaH), ClC1N=CC=CN1Cl (2,3-dichloropyrimidine). Solvent: CN(C)C=O (DMF). Reaction conditions: time 22 hour. Product: ClC1=NC=CC(=N1)NC1=NOC(=C1)C(C)(C)C ((2-chloro-pyrimidin-4-yl)-(5-tert-butyl-isoxazol-3-yl)-amine). As a reaction SMILES: [NH2:1][C:2]1[CH:6]=[C:5]([C:7]([CH3:10])([CH3:9])[CH3:8])[O:4][N:3]=1.[H-].[Na+].[Cl:13][CH:14]1[N:19](Cl)[CH:18]=[CH:17][CH:16]=[N:15]1>CN(C=O)C>[Cl:13][C:14]1[N:19]=[C:18]([NH:1][C:2]2[CH:6]=[C:5]([C:7]([CH3:10])([CH3:9])[CH3:8])[O:4][N:3]=2)[CH:17]=[CH:16][N:15]=1 |f:1.2|. Procedure: To a solution of 3-amino-5-t-butylisoxazole (922 mg 6.58 mmol) in 15 mL of DMF at 0° C. was added 268 mg (6.71 mmol) of NaH (60% dispersion in mineral oil) in 4 portions over 1 min. The resulting mixture was stirred at 0° C. for 30 min when 1.0 g (6.71 mmol) of 2,3-dichloropyrimidine was added in 1 portion. The resulting mixture was warmed to RT (ice melt in dewar) and was stirred at RT for 22 h. The reaction mixture was quenched with saturated aqueous NH4Cl and diluted with H2O and EtOAc. The o... Product: C1(CCCCC1)OC1CCN(CC1)C1=CC=C(C=C1)N1CCNCC1 (1-[4-(4-cyclohexyloxypiperidin-1-yl)phenyl]piperazine). Yield: 97.1%. RXN SMILES: C([N:4]1[CH2:9][CH2:8][N:7]([C:10]2[CH:15]=[CH:14][C:13]([N:16]3[CH2:21][CH2:20][CH:19]([O:22][CH:23]4[CH2:28][CH2:27][CH2:26][CH2:25][CH2:24]4)[CH2:18][CH2:17]3)=[CH:12][CH:11]=2)[CH2:6][CH2:5]1)(=O)C.[OH-].[Na+]>C(O)C>[CH:23]1([O:22][CH:19]2[CH2:20][CH2:21][N:16]([C:13]3[CH:14]=[CH:15][C:10]([N:7]4[CH2:8][CH2:9][NH:4][CH2:5][CH2:6]4)=[CH:11][CH:12]=3)[CH2:17][CH2:18]2)[CH2:24][CH2:25][CH2:26][CH2:27][CH2:28]1 |f:1.2|. The reactants are C(C)(=O)N1CCN(CC1)C1=CC=C(C=C1)N1CCC(CC1)OC1CCCCC1 (1-acetyl-4-[4-(4-cyclohexyloxypiperidin-1-yl)phenyl]piperazine), [OH-].[Na+] (sodium hydroxide). Run in C(C)O (ethyl alcohol). Procedure details: A mixture of 1-acetyl-4-[4-(4-cyclohexyloxypiperidin-1-yl)phenyl]piperazine (0.37 g) and 10% sodium hydroxide (1.9 ml) in ethyl alcohol (7.4 ml) was refluxed for 10 hours. The reaction mixture was evaporated under reduced pressure. The residue was washed with water, and dried to give 1-[4-(4-cyclohexyloxypiperidin-1-yl)phenyl]piperazine (0.32 g). Reactants: N1(N=CC=C1)C1=CC=C(CC=2C(=NC3=CC=C(C=C3C2Cl)C(O)(C2=CN=CN2C)C2=CC=C(C=C2)Cl)Cl)C=C1 ((3-(4-(1H-Pyrazol-1-yl)benzyl)-2,4-dichloroquinolin-6-yl)(4-chlorophenyl)(1-methyl-1H-imidazol-5-yl)methanol), N1(N=CC=C1)C1=CC=C(CC=2C(=NC3=CC=C(C=C3C2Cl)C(O)(C2=CN=CN2C)C2=CC=C(C=C2)Cl)Cl)C=C1 ((3-(4-(1H-Pyrazol-1-yl)benzyl)-2,4-dichloroquinolin-6-yl)(4-chlorophenyl)(1-methyl-1H-imidazol-5-yl)methanol), COCCO (2-methoxyethanol), C1(=CC=CC=C1)C (toluene), [H-].[Na+] (sodium hydride). Run in CCOC(=O)C (EtOAc). Run at temperature 0 celsius. Product: ClC1=C(C(=NC2=CC=C(C=C12)C(O)(C1=CN=CN1C)C1=CC=C(C=C1)Cl)OCCOC)CC1=CC=C(C=C1)N1N=CC=C1 ({4-Chloro-2-(2-methoxyethoxy)-3-[4-(1H-pyrazol-1-yl)benzyl]quinolin-6-yl}(4-chlorophenyl)(1-methyl-1H-imidazol-5-yl)methanol). Reaction SMILES: [N:1]1([C:6]2[CH:39]=[CH:38][C:9]([CH2:10][C:11]3[C:12](Cl)=[N:13][C:14]4[C:19]([C:20]=3[Cl:21])=[CH:18][C:17]([C:22]([C:30]3[CH:35]=[CH:34][C:33]([Cl:36])=[CH:32][CH:31]=3)([C:24]3[N:28]([CH3:29])[CH:27]=[N:26][CH:25]=3)[OH:23])=[CH:16][CH:15]=4)=[CH:8][CH:7]=2)[CH:5]=[CH:4][CH:3]=[N:2]1.[CH3:40][O:41][CH2:42][CH2:43][OH:44].C1(C)C=CC=CC=1.[H-].[Na+]>CCOC(C)=O>[Cl:21][C:20]1[C:19]2[C:14](=[CH:15][CH:16]=[C:17]([C:22]([C:30]3[CH:31]=[CH:32][C:33]([Cl:36])=[CH:34][CH:35]=3)([C:24]3[N:28]([CH3:29])[CH:27]=[N:26][CH:25]=3)[OH:23])[CH:18]=2)[N:13]=[C:12]([O:44][CH2:43][CH2:42][O:41][CH3:40])[C:11]=1[CH2:10][C:9]1[CH:38]=[CH:39][C:6]([N:1]2[CH:5]=[CH:4][CH:3]=[N:2]2)=[CH:7][CH:8]=1 |f:3.4|. Procedure: (3-(4-(1H-Pyrazol-1-yl)benzyl)-2,4-dichloroquinolin-6-yl)(4-chlorophenyl)(1-methyl-1H-imidazol-5-yl)methanol (100 mg, 0.174 mmol, Intermediate 64), 2-methoxyethanol (13.7 μL, 0.174 mmol), toluene (2 mL) and sodium hydride (60% dispersion in mineral oil, 17.4 mg, 0.435 mmol) were combined in a round bottom flask under an N2 atmosphere. The contents were heated to reflux and refluxed overnight. The reaction solution turned from a heterogeneous white mixture to slightly yellowish with a moderate am...